Dataset: the Open Reaction Database (ORD), a public repository of structured organic reaction records. Task: describe an organic reaction: reactants, conditions, products, and yield The reactants are C(CCC)[Li] (n-butyllithium), COC1=CC=C(C=C1)CC(=O)OC (methyl 2-(4-methoxyphenyl)acetate), C1=CN(C=N1)C(=O)N2C=CN=C2 (N,N-Carbonyldiimidazole), C(C1=CC=NC=C1)(=O)O (isonicotinic acid), [N-]1C=NC=C1 (imidazolide), Cl (hydrochloric acid), enolate. Solvent: O1CCCC1 (tetrahydrofuran), O1CCCC1 (tetrahydrofuran), O1CCCC1 (tetrahydrofuran). Conditions: time 90 minute. The product is C(C)(C)[N-]C(C)C.[Li+] (lithium diisopropylamide), COC(C(C(C1=CC=NC=C1)=O)C1=CC=C(C=C1)OC)=O (2-(4-methoxyphenyl)-3-oxo-3-(pyridin-4-yl)propionic acid methyl ester). As a reaction SMILES: C1N=CN(C(N2C=[N:11][CH:10]=[CH:9]2)=O)C=1.[C:13]([OH:21])(=O)[C:14]1[CH:19]=[CH:18][N:17]=[CH:16][CH:15]=1.C([Li:26])[CH2:23][CH2:24][CH3:25].[CH3:27][O:28][C:29]1[CH:34]=[CH:33][C:32]([CH2:35][C:36]([O:38][CH3:39])=[O:37])=[CH:31][CH:30]=1.[N-]1C=CN=C1.Cl>O1CCCC1>[CH:24]([N-:11][CH:10]([CH3:13])[CH3:9])([CH3:25])[CH3:23].[Li+:26].[CH3:39][O:38][C:36](=[O:37])[CH:35]([C:32]1[CH:33]=[CH:34][C:29]([O:28][CH3:27])=[CH:30][CH:31]=1)[C:13](=[O:21])[C:14]1[CH:15]=[CH:16][N:17]=[CH:18][CH:19]=1 |f:7.8|. Reported procedure: N,N-Carbonyldiimidazole (20.3 g) was added portionwise to a stirred suspension of isonicotinic acid (15.4 g) in dry tetrahydrofuran (200 cm3). The gently effervescent mixture was stirred at room temperature for 90 minutes, forming an orange solution. A solution of lithium diisopropylamide was prepared by the addition of n-butyllithium (2.5 M, hexanes; 100 cm3) to a stirred solution of dilsopropylamine (35 cm3) in dry tetrahydrofuran (250 cm3) at 0° C. under nitrogen. The solution was cooled to −... Reactants: CC(C)(C)C1=NC(C(NC2=C1C=CC=C2)=O)NC(=O)OCC2=CC=CC=C2 (1,3-dihydro-5-(1,1-dimethylethyl)-3(R,S) -[(benzyloxycarbonyl)-amino]-2H-1,4-benzodiazepin-2-one), [H-].[Na+] (sodium hydride), CC(CI)C (2-methylpropyl iodide). Solvent: CN(C=O)C (dimethylformamide). Reaction conditions: time 1 hour. The product is CC(C)(C)C1=NC(C(N(C2=C1C=CC=C2)CC(C)C)=O)NC(=O)OCC2=CC=CC=C2 (1,3-Dihydro-5-(1,1-dimethylethyl)1-(2-Methylpropyl) -3(R,S)-[(benzyloxycarbonyl)-amino]-2H-1,4benzodiazepin-2-one). The yield is 54.2%. As a reaction SMILES: [CH3:1][C:2]([C:5]1[C:11]2[CH:12]=[CH:13][CH:14]=[CH:15][C:10]=2[NH:9][C:8](=[O:16])[CH:7]([NH:17][C:18]([O:20][CH2:21][C:22]2[CH:27]=[CH:26][CH:25]=[CH:24][CH:23]=2)=[O:19])[N:6]=1)([CH3:4])[CH3:3].[H-].[Na+].[CH3:30][CH:31]([CH3:34])[CH2:32]I>CN(C)C=O>[CH3:4][C:2]([C:5]1[C:11]2[CH:12]=[CH:13][CH:14]=[CH:15][C:10]=2[N:9]([CH2:30][CH:31]([CH3:34])[CH3:32])[C:8](=[O:16])[CH:7]([NH:17][C:18]([O:20][CH2:21][C:22]2[CH:27]=[CH:26][CH:25]=[CH:24][CH:23]=2)=[O:19])[N:6]=1)([CH3:1])[CH3:3] |f:1.2|. Procedure: A solution of 1,3-dihydro-5-(1,1-dimethylethyl)-3(R,S) -[(benzyloxycarbonyl)-amino]-2H-1,4-benzodiazepin-2-one (500 mg, 1.4 mmol) in dimethylformamide (10 ml) under an atmosphere of nitrogen, was treated with sodium hydride (54 mg of a 57% dispersion in mineral oil, 1.4 mol) in one portion at 0° C. After 1 h, 2-methylpropyl iodide (0.17 ml, 1.45 mmol) was added and the resulting mixture stirred at room temperature for 16 h. The solvent was then evaporated and the crude residue partitioned betwee... Starting materials: [H-].[Na+] (Sodium hydride), C1(=CC=CC=C1)C1=CC=CC(=N1)C1=NC(=CC(=C1)S(=O)(=O)C)C1=NC=CC=C1 (6-phenyl-4'-methanesulfonyl-2,2':6',2"-terpyridine), C(C1=CC=CC=C1)O (benzyl alcohol). The solvent is CN(C=O)C (N,N-dimethylformamide). The product is C1(=CC=CC=C1)C1=CC=CC(=N1)C1=NC(=CC(=C1)OCC1=CC=CC=C1)C1=NC=CC=C1 (6-Phenyl-4'-benzyloxy-2,2':6',2"-terpyridine). Yield: 69.3%. As a reaction SMILES: [H-].[Na+].[C:3]1([C:9]2[N:14]=[C:13]([C:15]3[CH:20]=[C:19](S(C)(=O)=O)[CH:18]=[C:17]([C:25]4[CH:30]=[CH:29][CH:28]=[CH:27][N:26]=4)[N:16]=3)[CH:12]=[CH:11][CH:10]=2)[CH:8]=[CH:7][CH:6]=[CH:5][CH:4]=1.[CH2:31]([OH:38])[C:32]1[CH:37]=[CH:36][CH:35]=[CH:34][CH:33]=1>CN(C)C=O>[C:3]1([C:9]2[N:14]=[C:13]([C:15]3[CH:20]=[C:19]([O:38][CH2:31][C:32]4[CH:37]=[CH:36][CH:35]=[CH:34][CH:33]=4)[CH:18]=[C:17]([C:25]4[CH:30]=[CH:29][CH:28]=[CH:27][N:26]=4)[N:16]=3)[CH:12]=[CH:11][CH:10]=2)[CH:8]=[CH:7][CH:6]=[CH:5][CH:4]=1 |f:0.1|. Procedure details: Sodium hydride (60% content, oil dispersion, 0.8 g) was added to a mixture of 6-phenyl-4'-methanesulfonyl-2,2':6',2"-terpyridine (4.67 g, 0.015 mol), benzyl alcohol (1.08 g, 0.010 mol) and N,N-dimethylformamide (0.1 liter) over a period of 10 minutes. The reaction solution was refluxed for 6 hours and then processed in the same manner as in Example 1, whereby 2.88 g of the above-entitled product (T-21) was obtained. Yield: 85%. m.p. 182° C. The reagents and catalysts are [Pt] (platinum on carbon). Product: NC=1C(=NC2=CC=CC=C2C1NCC1(CCN(CC1)C)O)Cl (4-{[(3-amino-2-chloroquinolin-4-yl)amino]methyl}-1-methylpiperidin-4-ol). Reactants: ClC1=NC2=CC=CC=C2C(=C1[N+](=O)[O-])NCC1(CCN(CC1)C)O (4-{[(2-chloro-3-nitroquinolin-4-yl)amino]methyl}-1-methylpiperidin-4-ol), C(C)#N (acetonitrile). Reported procedure: A mixture of 4-{[(2-chloro-3-nitroquinolin-4-yl)amino]methyl}-1-methylpiperidin-4-ol (14.05 g), 5% platinum on carbon (1.1 g), acetonitrile (280 mL), and isopropanol (84 mL) was placed under hydrogen pressure on a Parr apparatus overnight. The reaction mixture was filtered through a layer of CELITE filter aid. The filtrate was concentrated under reduced pressure to provide crude 4-{[(3-amino-2-chloroquinolin-4-yl)amino]methyl}-1-methylpiperidin-4-ol. This material was dissolved in 240 mL of acet... Run in C(C)(C)O (isopropanol). Reaction SMILES: [Cl:1][C:2]1[C:11]([N+:12]([O-])=O)=[C:10]([NH:15][CH2:16][C:17]2([OH:24])[CH2:22][CH2:21][N:20]([CH3:23])[CH2:19][CH2:18]2)[C:9]2[C:4](=[CH:5][CH:6]=[CH:7][CH:8]=2)[N:3]=1.C(#N)C>[Pt].C(O)(C)C>[NH2:12][C:11]1[C:2]([Cl:1])=[N:3][C:4]2[C:9]([C:10]=1[NH:15][CH2:16][C:17]1([OH:24])[CH2:18][CH2:19][N:20]([CH3:23])[CH2:21][CH2:22]1)=[CH:8][CH:7]=[CH:6][CH:5]=2. The reactants are Cl.N[C@H]1COC2=C(N(C1=O)CC(=O)OCC1=CC=CC=C1)C=CC=C2 (Benzyl 3(S)-amino-4-oxo-2,3,4,5-tetrahydro-1,5-benzoxazepine-5-acetate hydrochloride), C1(CCCCC1)CCC(C(=O)OCC)=O (ethyl 4-cyclohexyl-2-oxobutyrate). Product: C(C)OC(=O)[C@@H](CCC1CCCCC1)N[C@H]1COC2=C(N(C1=O)CC(=O)OCC1=CC=CC=C1)C=CC=C2 (benzyl 3(S)-[1(R)-ethoxycarbonyl-3-cyclohexylpropyl]amino-4-oxo-2,3,4,5-tetrahydro-1,5-benzoxazepine-5-acetate). Isolated yield 18.5%. As a reaction SMILES: Cl.[NH2:2][C@@H:3]1[C:9](=[O:10])[N:8]([CH2:11][C:12]([O:14][CH2:15][C:16]2[CH:21]=[CH:20][CH:19]=[CH:18][CH:17]=2)=[O:13])[C:7]2[CH:22]=[CH:23][CH:24]=[CH:25][C:6]=2[O:5][CH2:4]1.[CH:26]1([CH2:32][CH2:33][C:34](=O)[C:35]([O:37][CH2:38][CH3:39])=[O:36])[CH2:31][CH2:30][CH2:29][CH2:28][CH2:27]1>>[CH2:38]([O:37][C:35]([C@H:34]([NH:2][C@@H:3]1[C:9](=[O:10])[N:8]([CH2:11][C:12]([O:14][CH2:15][C:16]2[CH:17]=[CH:18][CH:19]=[CH:20][CH:21]=2)=[O:13])[C:7]2[CH:22]=[CH:23][CH:24]=[CH:25][C:6]=2[O:5][CH2:4]1)[CH2:33][CH2:32][CH:26]1[CH2:27][CH2:28][CH2:29][CH2:30][CH2:31]1)=[O:36])[CH3:39] |f:0.1|. Procedure details: Benzyl 3(S)-amino-4-oxo-2,3,4,5-tetrahydro-1,5-benzoxazepine-5-acetate hydrochloride (1.5 g) and ethyl 4-cyclohexyl-2-oxobutyrate (2.63 g) are subjected to reductive alkylation reaction in a manner similar to that described in Example 16, and the product is purified by silica gel column chromatography (hexane:ethal acetate=5:1-4:1). From the first fraction, 0.4 g of benzyl 3(S)-[1(R)-ethoxycarbonyl-3-cyclohexylpropyl]amino-4-oxo-2,3,4,5-tetrahydro-1,5-benzoxazepine-5-acetate is obtained as a col... Starting materials: COC(=O)Nc1nc2c(OC)ccc(C3=CCOCC3)c2o1, CO, [H][H]. Yields the product COC(=O)Nc1nc2c(OC)ccc(C3CCOCC3)c2o1. Reaction SMILES: [CH3:1][O:2][C:3]([NH:4][c:5]1[o:6][c:7]2[c:8]([n:9]1)[c:10]([O:20][CH3:21])[cH:11][cH:12][c:13]2[C:14]1=[CH:19][CH2:18][O:17][CH2:16][CH2:15]1)=[O:22].[CH3:25][OH:26].[H:23][H:24]>>[CH3:1][O:2][C:3]([NH:4][c:5]1[o:6][c:7]2[c:8]([n:9]1)[c:10]([O:20][CH3:21])[cH:11][cH:12][c:13]2[CH:14]1[CH2:15][CH2:16][O:17][CH2:18][CH2:19]1)=[O:22].